Dataset: the Open Reaction Database (ORD), a public repository of structured organic reaction records. Task: describe an organic reaction: reactants, conditions, products, and yield The reactants are C[C@H](C=1C=CC=C2C1C=CC=C2)NCCCC=3C=CC=C(C3)C(F)(F)F (Cinacalcet), BrC=1C=C(C=CC1)C(F)(F)F (3-bromotrifluorotoluene), C1(=CC=CC2=CC=CC=C12)[C@@H](C)NCC=C.C(C=C)N (allylamine (R)—N-(1-(naphthalen-1-yl)ethyl)prop-2-en-1-amine). The product is C1(=CC=CC2=CC=CC=C12)[C@@H](C)NC\C=C\C1=CC(=CC=C1)C(F)(F)F ((R,E)-N-(1-(naphthalen-1-yl)ethyl)-3-(3-(trifluoromethyl)phenyl)prop-2-en-1-amine). As a reaction SMILES: [CH3:1][C@@H:2]([NH:13][CH2:14][CH2:15][CH2:16][C:17]1[CH:18]=[CH:19][CH:20]=[C:21]([C:23]([F:26])([F:25])[F:24])[CH:22]=1)[C:3]1[CH:4]=[CH:5][CH:6]=[C:7]2[CH:12]=[CH:11][CH:10]=[CH:9][C:8]=12.BrC1C=C(C(F)(F)F)C=CC=1.C1([C@H](NCC=C)C)C2C(=CC=CC=2)C=CC=1.C(N)C=C>>[C:3]1([C@H:2]([NH:13][CH2:14]/[CH:15]=[CH:16]/[C:17]2[CH:18]=[CH:19][CH:20]=[C:21]([C:23]([F:24])([F:25])[F:26])[CH:22]=2)[CH3:1])[C:8]2[C:7](=[CH:12][CH:11]=[CH:10][CH:9]=2)[CH:6]=[CH:5][CH:4]=1 |f:2.3|. Reported procedure: U.S. Pat. No. 7,393,967 discloses a process for preparing Cinacalcet via coupling of 3-bromotrifluorotoluene with allylamine (R)—N-(1-(naphthalen-1-yl)ethyl)prop-2-en-1-amine in the presence of a catalyst and at least one base to obtain (R,E)-N-(1-(naphthalen-1-yl)ethyl)-3-(3-(trifluoromethyl)phenyl)prop-2-en-1-amine (CNC-ene) and reducing the unsaturated Cinacalcet to obtain Cinacalcet, as depicted in the following Scheme 6: